This data is from the Open Reaction Database (ORD), a public repository of structured organic reaction records. The task is: describe an organic reaction: reactants, conditions, products, and yield Starting materials: C=CCNc1nc(C#N)c(-c2ccccc2)c2cc(OC)ccc12, OC1CNCC1O. Product: COc1ccc2c(N3CC(O)C(O)C3)nc(C#N)c(-c3ccccc3)c2c1. RXN SMILES: [CH2:1]([NH:2][c:5]1[n:6][c:7]([C:23]#[N:24])[c:8](-[c:17]2[cH:18][cH:19][cH:20][cH:21][cH:22]2)[c:9]2[cH:10][c:11]([O:15][CH3:16])[cH:12][cH:13][c:14]12)[CH:3]=[CH2:4].[OH:25][CH:26]1[CH2:27][NH:28][CH2:29][CH:30]1[OH:31]>>[c:5]1([N:28]2[CH2:27][CH:26]([OH:25])[CH:30]([OH:31])[CH2:29]2)[n:6][c:7]([C:23]#[N:24])[c:8](-[c:17]2[cH:18][cH:19][cH:20][cH:21][cH:22]2)[c:9]2[cH:10][c:11]([O:15][CH3:16])[cH:12][cH:13][c:14]12.